Dataset: the Open Reaction Database (ORD), a public repository of structured organic reaction records. Task: describe an organic reaction: reactants, conditions, products, and yield Starting materials: C(N)(OC)=O (methyl carbamate), [OH-].[Na+] (sodium hydroxide), C1(=CC=CC=C1)[C@H]1C=C[C@H](C1)N ((1S,4R)-4-phenylcyclopent-2-enamine), C(C)(C)N(CC)C(C)C (diisopropylethylamine), O=C1N(C(CC1)=O)OC(=O)NC1=C2C=NN(C2=CC=C1)C(=O)OC (methyl 4-((2,5-dioxopyrrolidin-1-yloxy)carbonylamino)-1H-indazole-1-carboxylate). Solvent: CO (Methanol), CN(C)C=O (DMF), O (Water). Run at time 15 minute. Yields the product N1N=CC2=C(C=CC=C12)NC(=O)N[C@@H]1C=C[C@@H](C1)C1=CC=CC=C1 (1-(1H-indazol-4-yl)-3-[(1S,4R)-4-phenylcyclopent-2-en-1-yl]urea). The yield is 71.0%. As a reaction SMILES: [C:1]1([C@@H:7]2[CH2:11][C@H:10]([NH2:12])[CH:9]=[CH:8]2)[CH:6]=[CH:5][CH:4]=[CH:3][CH:2]=1.C(N(C(C)C)CC)(C)C.O=C1CCC(=O)N1[O:29][C:30]([NH:32][C:33]1[CH:41]=[CH:40][CH:39]=[C:38]2[C:34]=1[CH:35]=[N:36][N:37]2C(OC)=O)=O.C(=O)(OC)N.[OH-].[Na+]>O.CO.CN(C=O)C>[NH:37]1[C:38]2[C:34](=[C:33]([NH:32][C:30]([NH:12][C@H:10]3[CH2:11][C@@H:7]([C:1]4[CH:6]=[CH:5][CH:4]=[CH:3][CH:2]=4)[CH:8]=[CH:9]3)=[O:29])[CH:41]=[CH:40][CH:39]=2)[CH:35]=[N:36]1 |f:4.5|. Procedure details: A solution of Example 48C (455 mg, 2.86 mmol), DMF (8 mL), diisopropylethylamine (1.05 mL, 6.01 mmol), and methyl 4-((2,5-dioxopyrrolidin-1-yloxy)carbonylamino)-1H-indazole-1-carboxylate (prepared as in Org. Proc. Res. Dev., 2007, 950 mg, 2.86 mmol) was stirred at room temperature. After 15 minutes, LCMS showed complete conversion to methyl carbamate. Methanol (16 mL) and 50% aqueous sodium hydroxide (0.50 mL, 8.6 mmol) were added to the reaction mixture. After 10 minutes, LCMS showed complete c... Yields the product O=C(OCCc1ccccc1)C1CCCCC1. As a reaction SMILES: [C:19]([O-:20])(=[O:21])[C:22]([O-:23])=[O:24].[C:26]([O-:27])(=[O:28])[C:29]([O-:30])=[O:31].[OH:10][CH2:11][CH2:12][c:13]1[cH:14][cH:15][cH:16][cH:17][cH:18]1.[OH:1][C:2](=[O:3])[CH:4]1[CH2:5][CH2:6][CH2:7][CH2:8][CH2:9]1.[Sn+4:25]>>[O:1]([C:2](=[O:3])[CH:4]1[CH2:5][CH2:6][CH2:7][CH2:8][CH2:9]1)[CH2:11][CH2:12][c:13]1[cH:14][cH:15][cH:16][cH:17][cH:18]1. Starting materials: O=C([O-])C(=O)[O-], O=C([O-])C(=O)[O-], OCCc1ccccc1, O=C(O)C1CCCCC1, [Sn+4]. Reactants: C(#C)C=1C=NN2C1N=C(C=C2C(F)(F)F)C2=CC=C(C=C2)C(F)(F)F (3-ethynyl-7-trifluoromethyl-5-(4-trifluoromethyl-phenyl)-pyrazolo[1,5-a]pyrimidine), CN(CCNS(=O)(=O)C=1SC(=CC1)Cl)C (5-Chloro-thiophene-2-sulfonic acid (2-dimethylamino-ethyl)-amide). The product is CN(CCNS(=O)(=O)C=1SC(=CC1)C#CC=1C=NN2C1N=C(C=C2C(F)(F)F)C2=CC=C(C=C2)C(F)(F)F)C (5-[7-Trifluoromethyl-5-(4-trifluoromethyl-phenyl)-pyrazolo[1,5-a]pyrimidin-3-ylethynyl]-thiophene-2-sulfonic acid (2-dimethylamino-ethyl)-amide), solid. Yield: 11.0%. Reaction SMILES: [C:1]([C:3]1[CH:4]=[N:5][N:6]2[C:11]([C:12]([F:15])([F:14])[F:13])=[CH:10][C:9]([C:16]3[CH:21]=[CH:20][C:19]([C:22]([F:25])([F:24])[F:23])=[CH:18][CH:17]=3)=[N:8][C:7]=12)#[CH:2].[CH3:26][N:27]([CH3:40])[CH2:28][CH2:29][NH:30][S:31]([C:34]1[S:35][C:36](Cl)=[CH:37][CH:38]=1)(=[O:33])=[O:32]>>[CH3:26][N:27]([CH3:40])[CH2:28][CH2:29][NH:30][S:31]([C:34]1[S:35][C:36]([C:2]#[C:1][C:3]2[CH:4]=[N:5][N:6]3[C:11]([C:12]([F:14])([F:13])[F:15])=[CH:10][C:9]([C:16]4[CH:21]=[CH:20][C:19]([C:22]([F:25])([F:24])[F:23])=[CH:18][CH:17]=4)=[N:8][C:7]=23)=[CH:37][CH:38]=1)(=[O:33])=[O:32]. Procedure: The title compound was prepared from 3-ethynyl-7-trifluoromethyl-5-(4-trifluoromethyl-phenyl)-pyrazolo[1,5-a]pyrimidine (example C.1) (178 mg, 0.5 mmol) and 5-chloro-thiophene-2-sulfonic acid (2-dimethylamino-ethyl)-amide (example B.39) (134 mg, 0.5 mmol) according to general procedure II. Obtained as an orange solid (32 mg, 11%). MS (ISN) 586.1 [(M−H)−]; mp 178° C. Starting materials: C(C)(=O)C1=CC=C(C=C1)N=C=O (4-acetylphenylisocyanate), C1=CC=C(C(=C1)C=O)C=O (o-phthalicdicarboxaldehyde), C(Cl)Cl (CH2Cl2). Run in CO (CH3OH). Yields the product C(C)(=O)C1=CC=C(C=C1)N1C(C2=CC=CC=C2C1)=O (2-(4-acetylphenyl)-2,3-dihydro-1H-isoindole-1-one). Yield: 42.6%. RXN SMILES: [C:1]([C:4]1[CH:9]=[CH:8][C:7]([N:10]=[C:11]=[O:12])=[CH:6][CH:5]=1)(=[O:3])[CH3:2].[CH:13]1[CH:18]=[C:17](C=O)[C:16]([CH:21]=O)=[CH:15][CH:14]=1.C(Cl)Cl>CO>[C:1]([C:4]1[CH:9]=[CH:8][C:7]([N:10]2[CH2:21][C:16]3[C:15](=[CH:14][CH:13]=[CH:18][CH:17]=3)[C:11]2=[O:12])=[CH:6][CH:5]=1)(=[O:3])[CH3:2]. Procedure details: A mixture of 4-acetylphenylisocyanate (27.5 g, 0.17 mol) and o-phthalicdicarboxaldehyde (25.0 g, 0.186 mol) is heated in an oil bath at 170°-175° C. for 4.0 hours under nitrogen atmosphere. On cooling the melt solidified which is pulverized and refluxed with CH2Cl2 and CH3OH and filtered to give 18.2 g (41.4%) of the desired 2-(4-acetylphenyl)-2,3-dihydro-1H-isoindole-1-one, mp 235°-237° C. The residue is recrystallized from DMF (1800 ml). Yield 13.0 g (29.6%), mp 236-239° C. (Jap. patent J5 705... Starting materials: [BH4-], Cl, [N-]=[N+]=NCCC1CCN(C(=N)NC(=O)OCc2ccccc2)CC1, [Na+], C1CCOC1, O. The product is N=C(NC(=O)OCc1ccccc1)N1CCC(CCN)CC1. RXN SMILES: [BH4-:1].[ClH:27].[N:3](=[N+:4]=[N-:5])[CH2:6][CH2:7][CH:8]1[CH2:9][CH2:10][N:11]([C:14]([NH:15][C:16](=[O:17])[O:18][CH2:19][c:20]2[cH:21][cH:22][cH:23][cH:24][cH:25]2)=[NH:26])[CH2:12][CH2:13]1.[Na+:2].[O:29]1[CH2:30][CH2:31][CH2:32][CH2:33]1.[OH2:28]>>[NH2:3][CH2:6][CH2:7][CH:8]1[CH2:9][CH2:10][N:11]([C:14]([NH:15][C:16](=[O:17])[O:18][CH2:19][c:20]2[cH:21][cH:22][cH:23][cH:24][cH:25]2)=[NH:26])[CH2:12][CH2:13]1.